From a dataset of the Open Reaction Database (ORD), a public repository of structured organic reaction records. describe an organic reaction: reactants, conditions, products, and yield Reactants: COc1ccccc1, COc1ccc(CSc2nsc(NC(=O)Oc3ccccc3)c2C#N)cc1. The product is N#Cc1c(S)nsc1NC(=O)Oc1ccccc1. As a reaction SMILES: [CH3:28][O:29][c:30]1[cH:31][cH:32][cH:33][cH:34][cH:35]1.[c:1]1([O:7][C:8]([NH:9][c:10]2[c:11]([C:25]#[N:26])[c:12]([S:15][CH2:16][c:17]3[cH:18][cH:19][c:20]([O:21][CH3:22])[cH:23][cH:24]3)[n:13][s:14]2)=[O:27])[cH:2][cH:3][cH:4][cH:5][cH:6]1>>[c:1]1([O:7][C:8]([NH:9][c:10]2[c:11]([C:25]#[N:26])[c:12]([SH:15])[n:13][s:14]2)=[O:27])[cH:2][cH:3][cH:4][cH:5][cH:6]1.